Dataset: the Open Reaction Database (ORD), a public repository of structured organic reaction records. Task: describe an organic reaction: reactants, conditions, products, and yield Reactants: N1C(=O)NC(=O)C(C)=C1 (thymine), C[Si](C)(C)N[Si](C)(C)C (HMDS), C(C)(=O)OCOC (methoxymethyl acetate). Reagents/catalysts: FC(S(=O)(=O)O)(F)F (trifluoromethanesulfonic acid), FC(S(=O)(=O)O)(F)F (trifluoromethanesulfonic acid). Run in C(C)(C)O (isopropanol). Conditions: temperature 90 celsius. Product: COCN1C(NC(C(=C1)C)=O)=O (1-methoxymethyl-5-methyl-2,4(1H,3H)-pyrimidinedione). Yield: 86.1%. As a reaction SMILES: [NH:1]1[CH:9]=[C:7]([CH3:8])[C:5](=[O:6])[NH:4][C:2]1=[O:3].C[Si](N[Si](C)(C)C)(C)C.[C:19]([O:22][CH2:23]OC)(=O)C>FC(F)(F)S(O)(=O)=O.C(O)(C)C>[CH3:19][O:22][CH2:23][N:1]1[CH:9]=[C:7]([CH3:8])[C:5](=[O:6])[NH:4][C:2]1=[O:3]. Procedure: A mixture of thymine (100 g, 0.79 mol), trifluoromethanesulfonic acid (2 mL, 20 mmol) and HMDS (418 mL, 1.98 mol) was heated 16 hours with stirring at 90° C. and briefly at reflux and then distilled in vacuo at 80° C. to remove the excess HMDS. The mixture was treated with trifluoromethanesulfonic acid (1.5 mL, 20 mmol) and then methoxymethyl acetate (88 mL, 0.89 mol) was added at a rate such that the reaction temperature did not exceed 95° C. The mixture was heated 20 minutes at 70° C. and then... The reactants are CCOC(=O)c1cn(CC)c2cc(C3CCCCC3)c(OC)cc2c1=O, CCO, [Na+], [OH-]. Product: CCn1cc(C(=O)O)c(=O)c2cc(OC)c(C3CCCCC3)cc21. RXN SMILES: [CH2:1]([CH3:2])[O:3][C:4](=[O:5])[c:6]1[cH:7][n:8]([CH2:25][CH3:26])[c:9]2[cH:10][c:11]([CH:19]3[CH2:20][CH2:21][CH2:22][CH2:23][CH2:24]3)[c:12]([O:17][CH3:18])[cH:13][c:14]2[c:15]1=[O:16].[CH3:29][CH2:30][OH:31].[Na+:28].[OH-:27]>>[O:3]=[C:4]([OH:5])[c:6]1[cH:7][n:8]([CH2:25][CH3:26])[c:9]2[cH:10][c:11]([CH:19]3[CH2:20][CH2:21][CH2:22][CH2:23][CH2:24]3)[c:12]([O:17][CH3:18])[cH:13][c:14]2[c:15]1=[O:16]. Reactants: C(C1=CC=CC=C1)OC(=O)[C@H]1N(CCCC1)C(=O)N1CCS(CC1)(=O)=O ((S)-1-(1,1-Dioxo-1λ6-thiomorpholine-4-carbonyl)-piperidine-2-carboxylic acid benzyl ester). The reagents and catalysts are [Pd] (palladium on carbon). Run in C(C)(=O)OCC (ethyl acetate). Reaction conditions: time 8 hour. Product: O=S1(CCN(CC1)C(=O)N1[C@@H](CCCC1)C(=O)O)=O ((S)-1-(1,1-Dioxo-1λ6-thiomorpholine-4-carbonyl)-piperidine-2-carboxylic acid). As a reaction SMILES: C([O:8][C:9]([C@@H:11]1[CH2:16][CH2:15][CH2:14][CH2:13][N:12]1[C:17]([N:19]1[CH2:24][CH2:23][S:22](=[O:26])(=[O:25])[CH2:21][CH2:20]1)=[O:18])=[O:10])C1C=CC=CC=1>C(OCC)(=O)C.[Pd]>[O:26]=[S:22]1(=[O:25])[CH2:21][CH2:20][N:19]([C:17]([N:12]2[CH2:13][CH2:14][CH2:15][CH2:16][C@H:11]2[C:9]([OH:10])=[O:8])=[O:18])[CH2:24][CH2:23]1. Procedure: To a solution of (S)-1-(1,1-Dioxo-1λ6-thiomorpholine-4-carbonyl)-piperidine-2-carboxylic acid benzyl ester (1.53 g; 4.021 mmol) in ethyl acetate (100 mL) is added 10% palladium on carbon (500 mg) and the reaction mixture is placed under an atmosphere of hydrogen and stirred at room temperature overnight. After this time, the mixture is filtered through Celite®. The Celite® is washed with 50% ethyl acetate in ethanol then ethanol and the combined filtrates are concentrated in vacuo to afford the ... The reactants are O=C([O-])O, CS(=O)(=O)c1ncc(C(N)=O)c(NCc2ccccc2)n1, COc1ccc(N)cc1, CN1CCCC1=O, [F-], [K+], [Na+], O. Yields the product COc1ccc(Nc2ncc(C(N)=O)c(NCc3ccccc3)n2)cc1. RXN SMILES: [C:33](=[O:34])([OH:35])[O-:36].[CH2:1]([c:2]1[cH:3][cH:4][cH:5][cH:6][cH:7]1)[NH:8][c:9]1[n:10][c:11]([S:18]([CH3:19])(=[O:20])=[O:21])[n:12][cH:13][c:14]1[C:15](=[O:16])[NH2:17].[CH3:22][O:23][c:24]1[cH:25][cH:26][c:27]([NH2:30])[cH:28][cH:29]1.[CH3:39][N:40]1[CH2:41][CH2:42][CH2:43][C:44]1=[O:45].[F-:31].[K+:32].[Na+:37].[OH2:38]>>[CH2:1]([c:2]1[cH:3][cH:4][cH:5][cH:6][cH:7]1)[NH:8][c:9]1[n:10][c:11]([NH:30][c:27]2[cH:26][cH:25][c:24]([O:23][CH3:22])[cH:29][cH:28]2)[n:12][cH:13][c:14]1[C:15](=[O:16])[NH2:17]. Reactants: BrC1=C(C2=C(N=C(N=C2)SC)N(C1=O)C1CCCC1)C (6-bromo-8-cyclopentyl-5-methyl-2-methylsulfanyl-8H-pyrido[2,3-d]pyrimidin-7-one), C1(CCCC1)N1C(C(=C(C2=C1N=C(N=C2)S(=O)C)C)I)=O (8-cyclopentyl-6-iodo-2-methanesulfinyl-5-methyl-8H-pyrido[2,3-d]pyrimidin-7-one). Yields the product BrC1=C(C2=C(N=C(N=C2)S(=O)C)N(C1=O)C1CCCC1)C (6-Bromo-8-cyclopentyl-2-methanesulfinyl-5-methyl-8H-pyrido[2,3-d]pyrimidin-7-one). As a reaction SMILES: [Br:1][C:2]1[C:13](=[O:14])[N:12]([CH:15]2[CH2:19][CH2:18][CH2:17][CH2:16]2)[C:5]2[N:6]=[C:7]([S:10][CH3:11])[N:8]=[CH:9][C:4]=2[C:3]=1[CH3:20].C1(N2C3N=C(S(C)=[O:37])N=CC=3C(C)=C(I)C2=O)CCCC1>>[Br:1][C:2]1[C:13](=[O:14])[N:12]([CH:15]2[CH2:16][CH2:17][CH2:18][CH2:19]2)[C:5]2[N:6]=[C:7]([S:10]([CH3:11])=[O:37])[N:8]=[CH:9][C:4]=2[C:3]=1[CH3:20]. Procedure: Prepared from 6-bromo-8-cyclopentyl-5-methyl-2-methylsulfanyl-8H-pyrido[2,3-d]pyrimidin-7-one following the procedure described for 8-cyclopentyl-6-iodo-2-methanesulfinyl-5-methyl-8H-pyrido[2,3-d]pyrimidin-7-one. MS (APCI) Calc'd for C14H16BrN3O2S: 371.01, 369.01. Found: 372.9 (M+1), 371.9. 1H NMR δ(400 MHz, CDCl3) 9.01 (s, 1H), 6.06-5.97 (m, 1H), 2.93 (s, 3H), 2.67 (s, 3H), 2.21-2.11 (m, 2H), 2.10-2.04 (m, 2H), 1.94-1.87 (m, 2H), 1.67-1.62 (m, 2H). The reactants are CCC(CC)N1CCc2c(C)nc3c(Br)c(C)nn3c21, CCOC(C)=O, CN(C)C=O, O, c1ccc(P(c2ccccc2)(c2ccccc2)[Pd](P(c2ccccc2)(c2ccccc2)c2ccccc2)(P(c2ccccc2)(c2ccccc2)c2ccccc2)P(c2ccccc2)(c2ccccc2)c2ccccc2)cc1, CCCC[Sn](CCCC)(CCCC)c1cc2ccccc2o1. Yields the product CCC(CC)N1CCc2c(C)nc3c(-c4cc5ccccc5o4)c(C)nn3c21. As a reaction SMILES: [Br:1][c:2]1[c:3]([CH3:20])[n:4][n:5]2[c:6]1[n:7][c:8]([CH3:19])[c:9]1[c:10]2[N:11]([CH:14]([CH2:15][CH3:16])[CH2:17][CH3:18])[CH2:12][CH2:13]1.[CH3:43][CH2:44][O:45][C:46](=[O:47])[CH3:48].[CH3:50][N:51]([CH3:52])[CH:53]=[O:54].[OH2:49].[cH:55]1[cH:56][cH:57][c:58]([P:59]([Pd:60]([P:61]([c:62]2[cH:63][cH:64][cH:65][cH:66][cH:67]2)([c:68]2[cH:69][cH:70][cH:71][cH:72][cH:73]2)[c:74]2[cH:75][cH:76][cH:77][cH:78][cH:79]2)([P:80]([c:81]2[cH:82][cH:83][cH:84][cH:85][cH:86]2)([c:87]2[cH:88][cH:89][cH:90][cH:91][cH:92]2)[c:93]2[cH:94][cH:95][cH:96][cH:97][cH:98]2)[P:99]([c:100]2[cH:101][cH:102][cH:103][cH:104][cH:105]2)([c:106]2[cH:107][cH:108][cH:109][cH:110][cH:111]2)[c:112]2[cH:113][cH:114][cH:115][cH:116][cH:117]2)([c:118]2[cH:119][cH:120][cH:121][cH:122][cH:123]2)[c:124]2[cH:125][cH:126][cH:127][cH:128][cH:129]2)[cH:130][cH:131]1.[o:21]1[c:22]2[c:23]([cH:24][c:25]1[Sn:26]([CH2:27][CH2:28][CH2:29][CH3:30])([CH2:31][CH2:32][CH2:33][CH3:34])[CH2:35][CH2:36][CH2:37][CH3:38])[cH:39][cH:40][cH:41][cH:42]2>>[c:2]1(-[c:25]2[o:21][c:22]3[c:23]([cH:24]2)[cH:39][cH:40][cH:41][cH:42]3)[c:3]([CH3:20])[n:4][n:5]2[c:6]1[n:7][c:8]([CH3:19])[c:9]1[c:10]2[N:11]([CH:14]([CH2:15][CH3:16])[CH2:17][CH3:18])[CH2:12][CH2:13]1. The reactants are OCCBr, O=C([O-])[O-], Fc1ccc2c(c1)Sc1ccc(Cl)cc1CC2Cl, ClCCl, [K+], [K+]. The product is Fc1ccc2c(c1)Sc1ccc(Cl)cc1CC2OCCBr. Reaction SMILES: [Br:19][CH2:20][CH2:21][OH:22].[C:23](=[O:24])([O-:25])[O-:26].[Cl:1][c:2]1[cH:3][c:4]2[c:5]([cH:17][cH:18]1)[S:6][c:7]1[c:8]([cH:12][cH:13][c:14]([F:16])[cH:15]1)[CH:9]([Cl:11])[CH2:10]2.[Cl:29][CH2:30][Cl:31].[K+:27].[K+:28]>>[Cl:1][c:2]1[cH:3][c:4]2[c:5]([cH:17][cH:18]1)[S:6][c:7]1[c:8]([cH:12][cH:13][c:14]([F:16])[cH:15]1)[CH:9]([O:22][CH2:21][CH2:20][Br:19])[CH2:10]2. The reactants are COc1c(C)c(C)c2c(c1C)CCC(C)(CCOS(=O)(=O)c1ccc(C)cc1)O2, COc1cc(CN2CCNCC2)cc(OC)c1OC, Cc1ccccc1, O. Yields the product COc1cc(CN2CCN(CCC3(C)CCc4c(C)c(OC)c(C)c(C)c4O3)CC2)cc(OC)c1OC. RXN SMILES: [CH3:1][O:2][c:3]1[c:4]([CH3:29])[c:5]([CH3:28])[c:6]2[c:7]([c:26]1[CH3:27])[CH2:8][CH2:9][C:10]([CH3:12])([CH2:13][CH2:14][O:15][S:16]([c:17]1[cH:18][cH:19][c:20]([CH3:21])[cH:22][cH:23]1)(=[O:24])=[O:25])[O:11]2.[CH3:30][O:31][c:32]1[cH:33][c:34]([CH2:35][N:36]2[CH2:37][CH2:38][NH:39][CH2:40][CH2:41]2)[cH:42][c:43]([O:47][CH3:48])[c:44]1[O:45][CH3:46].[CH3:49][c:50]1[cH:51][cH:52][cH:53][cH:54][cH:55]1.[OH2:56]>>[CH3:1][O:2][c:3]1[c:4]([CH3:29])[c:5]([CH3:28])[c:6]2[c:7]([c:26]1[CH3:27])[CH2:8][CH2:9][C:10]([CH3:12])([CH2:13][CH2:14][N:39]1[CH2:38][CH2:37][N:36]([CH2:35][c:34]3[cH:33][c:32]([O:31][CH3:30])[c:44]([O:45][CH3:46])[c:43]([O:47][CH3:48])[cH:42]3)[CH2:41][CH2:40]1)[O:11]2. Reactants: CCOC(CBr)OCC, CC(C)O, ClCCl, [H-], [Na+]. Yields the product CCOC(COC(C)C)OCC. Reaction SMILES: [Br:7][CH2:8][CH:9]([O:10][CH2:11][CH3:12])[O:13][CH2:14][CH3:15].[CH:3]([CH3:4])([CH3:5])[OH:6].[Cl:16][CH2:17][Cl:18].[H-:2].[Na+:1]>>[CH:3]([CH3:4])([CH3:5])[O:6][CH2:8][CH:9]([O:10][CH2:11][CH3:12])[O:13][CH2:14][CH3:15]. Reported procedure: A solution of 7.0 g of 2-[4-(2,3-epoxypropoxy)-phenyl]-4-(trifluoromethyl)-thiazole and 6.01 g of 5-[2-(benzylamino)-ethoxy]-salicylamide in 150 ml of isopropanol is heated under reflux for 18 hours and the solvent is subsequently removed in a rotary evaporator. The 1-[N-benzyl-2-(3-carbamoyl-4-hydroxyphenoxy)-ethylamino]-3-[4-[4-(trifluoromethyl)-thiazol-2-yl]-phenoxy]-2-propanol, obtained in the form of an oil, is further processed in that form. Reaction SMILES: [O:1]1[CH2:20][CH:2]1[CH2:3][O:4][C:5]1[CH:10]=[CH:9][C:8]([C:11]2[S:12][CH:13]=[C:14]([C:16]([F:19])([F:18])[F:17])[N:15]=2)=[CH:7][CH:6]=1.[CH2:21]([NH:28][CH2:29][CH2:30][O:31][C:32]1[CH:40]=[C:36]([C:37]([NH2:39])=[O:38])[C:35]([OH:41])=[CH:34][CH:33]=1)[C:22]1[CH:27]=[CH:26][CH:25]=[CH:24][CH:23]=1>C(O)(C)C>[CH2:21]([N:28]([CH2:29][CH2:30][O:31][C:32]1[CH:33]=[CH:34][C:35]([OH:41])=[C:36]([C:37](=[O:38])[NH2:39])[CH:40]=1)[CH2:20][CH:2]([OH:1])[CH2:3][O:4][C:5]1[CH:10]=[CH:9][C:8]([C:11]2[S:12][CH:13]=[C:14]([C:16]([F:19])([F:18])[F:17])[N:15]=2)=[CH:7][CH:6]=1)[C:22]1[CH:27]=[CH:26][CH:25]=[CH:24][CH:23]=1. Yields the product C(C1=CC=CC=C1)N(CC(COC1=CC=C(C=C1)C=1SC=C(N1)C(F)(F)F)O)CCOC1=CC(=C(C=C1)O)C(N)=O (1-[N-benzyl-2-(3-carbamoyl-4-hydroxyphenoxy)-ethylamino]-3-[4-[4-(trifluoromethyl)-thiazol-2-yl]-phenoxy]-2-propanol). Run in C(C)(C)O (isopropanol). Starting materials: O1C(COC2=CC=C(C=C2)C=2SC=C(N2)C(F)(F)F)C1 (2-[4-(2,3-epoxypropoxy)-phenyl]-4-(trifluoromethyl)-thiazole), C(C1=CC=CC=C1)NCCOC1=CC=C(C(C(=O)N)=C1)O (5-[2-(benzylamino)-ethoxy]-salicylamide).